Dataset: the Open Reaction Database (ORD), a public repository of structured organic reaction records. Task: describe an organic reaction: reactants, conditions, products, and yield The reactants are C(C)OC(=O)C1(N(C(C1)=O)CC1=C(C=C(C=C1)OC)OC)C(=O)OCC (diethyl[1-(2,4-dimethoxy-benzyl)-4-oxo-2,2-azetidine-dicarboxylate]), [Cl-].[Na+] (sodium chloride), [Cl-].[Na+] (sodium chloride), O (water). The solvent is CS(=O)C (dimethyl sulfoxide). Conditions: time 6 hour. Yields the product C(C)OC(=O)C1N(C(C1)=O)CC1=C(C=C(C=C1)OC)OC (ethyl-[1-(2,4-dimethoxy-benzyl)-4-oxo-2-azetidine-carboxylate]). Yield: 90.2%. RXN SMILES: [CH2:1]([O:3][C:4]([C:6]1(C(OCC)=O)[CH2:9][C:8](=[O:10])[N:7]1[CH2:11][C:12]1[CH:17]=[CH:16][C:15]([O:18][CH3:19])=[CH:14][C:13]=1[O:20][CH3:21])=[O:5])[CH3:2].[Cl-].[Na+].O>CS(C)=O>[CH2:1]([O:3][C:4]([CH:6]1[CH2:9][C:8](=[O:10])[N:7]1[CH2:11][C:12]1[CH:17]=[CH:16][C:15]([O:18][CH3:19])=[CH:14][C:13]=1[O:20][CH3:21])=[O:5])[CH3:2] |f:1.2|. Procedure: A mixture of 66.2 g (0.18 mole) of diethyl[1-(2,4-dimethoxy-benzyl)-4-oxo-2,2-azetidine-dicarboxylate] prepared according to the preceding paragraph, 70 ml of dimethyl sulfoxide, 12.7 g (0.22 mole) of sodium chloride and 6.5 ml (0.36 mole) of water is stirred on an oil bath (temperature 170°-180° C. for 6 hours. The reaction mixture is poured into 500 ml of a saturated aqueous sodium chloride solution, extracted five times with 100 ml ethyl acetate each, the organic phase is dried over anhydrous...